This data is from the Open Reaction Database (ORD), a public repository of structured organic reaction records. The task is: describe an organic reaction: reactants, conditions, products, and yield The reactants are CC(C)(C)OC(=O)NCC(=O)O, ClCCCl, CCN(C(C)C)C(C)C, Nc1ccc(F)c(F)c1N, CN(C)C=O, On1nnc2ccccc21. The product is CC(C)(C)OC(=O)NCC(=O)Nc1ccc(F)c(F)c1N. Reaction SMILES: [C:1]([CH3:2])([CH3:3])([CH3:4])[O:5][C:6](=[O:7])[NH:8][CH2:9][C:10](=[O:11])[OH:12].[CH2:13]([Cl:14])[CH2:15][Cl:16].[CH:37]([N:38]([CH2:39][CH3:40])[CH:41]([CH3:42])[CH3:43])([CH3:44])[CH3:45].[F:27][c:28]1[c:29]([NH2:36])[c:30]([NH2:35])[cH:31][cH:32][c:33]1[F:34].[O:46]=[CH:47][N:48]([CH3:49])[CH3:50].[OH:17][n:18]1[c:19]2[c:20]([cH:21][cH:22][cH:23][cH:24]2)[n:25][n:26]1>>[C:1]([CH3:2])([CH3:3])([CH3:4])[O:5][C:6](=[O:7])[NH:8][CH2:9][C:10](=[O:12])[NH:35][c:30]1[c:29]([NH2:36])[c:28]([F:27])[c:33]([F:34])[cH:32][cH:31]1. The reactants are C(C)(C)(C)OC(=O)N[C@@H](CC1=CNC=N1)C(=O)N1[C@H](C(=O)NCCO)CCC1 (Nα -t-butyloxycarbonyl-L-histidyl-N-(2-hydroxyethyl)-L-prolinamide), FC(C(=O)O)(F)F (trifluoroacetic acid). The solvent is C(Cl)Cl (methylene chloride). Conditions: time 2.5 hour. The product is N[C@@H](CC1=CNC=N1)C(=O)N1[C@H](C(=O)NCCO)CCC1 (L-histidyl-N-(2-hydroxyethyl)-L-prolinamide). RXN SMILES: C(OC([NH:8][C@H:9]([C:16]([N:18]1[CH2:28][CH2:27][CH2:26][C@H:19]1[C:20]([NH:22][CH2:23][CH2:24][OH:25])=[O:21])=[O:17])[CH2:10][C:11]1[N:15]=[CH:14][NH:13][CH:12]=1)=O)(C)(C)C.FC(F)(F)C(O)=O>C(Cl)Cl>[NH2:8][C@H:9]([C:16]([N:18]1[CH2:28][CH2:27][CH2:26][C@H:19]1[C:20]([NH:22][CH2:23][CH2:24][OH:25])=[O:21])=[O:17])[CH2:10][C:11]1[N:15]=[CH:14][NH:13][CH:12]=1. Reported procedure: In 25 ml of methylene chloride was dissolved 790 mg of compound (51) and then 20 ml of trifluoroacetic acid was added dropwise to the solution at 0° C. to 5° C. After stirring the mixture for 2.5 hours in an ice-bath, the reaction mixture was concentrated to dryness under reduced pressure. Furthermore, the product was azeotropically dried several times using toluene and the residue was triturated with dry ether to provide powder of L-histidyl-N-(2-hydroxyethyl)-L-prolinamide.2-trifluoroacetate w... Starting materials: CCSC1=NC(=O)C(=Cc2ccc3c(cnn3Cc3ccc(Cl)cc3C(F)(F)F)c2)S1, O=C(O)C1CC(F)CN1. Product: O=C1N=C(N2CC(F)CC2C(=O)O)SC1=Cc1ccc2c(cnn2Cc2ccc(Cl)cc2C(F)(F)F)c1. As a reaction SMILES: [Cl:1][c:2]1[cH:3][c:4]([C:28]([F:29])([F:30])[F:31])[c:5]([CH2:6][n:7]2[n:8][cH:9][c:10]3[cH:11][c:12]([CH:16]=[C:17]4[C:18](=[O:25])[N:19]=[C:20]([S:22][CH2:23][CH3:24])[S:21]4)[cH:13][cH:14][c:15]23)[cH:26][cH:27]1.[F:32][CH:33]1[CH2:34][CH:35]([C:38](=[O:39])[OH:40])[NH:36][CH2:37]1>>[Cl:1][c:2]1[cH:3][c:4]([C:28]([F:29])([F:30])[F:31])[c:5]([CH2:6][n:7]2[n:8][cH:9][c:10]3[cH:11][c:12]([CH:16]=[C:17]4[C:18](=[O:25])[N:19]=[C:20]([N:36]5[CH:35]([C:38](=[O:39])[OH:40])[CH2:34][CH:33]([F:32])[CH2:37]5)[S:21]4)[cH:13][cH:14][c:15]23)[cH:26][cH:27]1. Reaction SMILES: [CH2:32]1[CH2:33][CH2:34][C:35]2=[N:40][CH2:39][CH2:38][CH2:37][N:36]2[CH2:41][CH2:42]1.[ClH:22].[NH2:1][c:2]1[c:3]2[c:4](=[O:21])[c:5]([C:18](=[O:19])[OH:20])[cH:6][n:7]([CH:15]3[CH2:16][CH2:17]3)[c:8]2[c:9]([F:14])[c:10]([F:13])[c:11]1[F:12].[cH:43]1[cH:44][cH:45][n:46][cH:47][cH:48]1.[n:23]1([CH:28]2[CH2:29][NH:30][CH2:31]2)[n:24][n:25][cH:26][cH:27]1>>[NH2:1][c:2]1[c:3]2[c:4](=[O:21])[c:5]([C:18](=[O:19])[OH:20])[cH:6][n:7]([CH:15]3[CH2:16][CH2:17]3)[c:8]2[c:9]([F:14])[c:10]([N:30]2[CH2:29][CH:28]([n:23]3[n:24][n:25][cH:26][cH:27]3)[CH2:31]2)[c:11]1[F:12]. Starting materials: C1CCC2=NCCCN2CC1, Cl, Nc1c(F)c(F)c(F)c2c1c(=O)c(C(=O)O)cn2C1CC1, c1ccncc1, c1cn(C2CNC2)nn1. The product is Nc1c(F)c(N2CC(n3ccnn3)C2)c(F)c2c1c(=O)c(C(=O)O)cn2C1CC1. Starting materials: CO, Cl, O=Cc1ccc(F)cc1, COC(=O)c1ccc2c(c1)OCCC2=O, C1COCCO1. Yields the product COC(=O)c1ccc2c(c1)OCC(=Cc1ccc(F)cc1)C2=O. Reaction SMILES: [CH3:32][OH:33].[ClH:31].[F:16][c:17]1[cH:18][cH:19][c:20]([CH:21]=[O:22])[cH:23][cH:24]1.[O:1]=[C:2]1[CH2:3][CH2:4][O:5][c:6]2[cH:7][c:8]([C:12](=[O:13])[O:14][CH3:15])[cH:9][cH:10][c:11]21.[O:25]1[CH2:26][CH2:27][O:28][CH2:29][CH2:30]1>>[O:1]=[C:2]1[C:3](=[CH:21][c:20]2[cH:19][cH:18][c:17]([F:16])[cH:24][cH:23]2)[CH2:4][O:5][c:6]2[cH:7][c:8]([C:12](=[O:13])[O:14][CH3:15])[cH:9][cH:10][c:11]21. Starting materials: BrC1=CC(=C(C=C1)C(=O)N1[C@@H](CCC1)CN1CCCC1)F ((4-bromo-2-fluoro-phenyl)-(2-(S)-pyrrolidin-1-ylmethyl-pyrrolidin-1-yl)-methanone), COC1=C(C=CC(=C1)OC)B(O)O (2,4-Dimethoxybenzene boronic acid). Product: FC=1C=C(C=CC1C(=O)N1[C@@H](CCC1)CN1CCCC1)C1=C(C=C(C=C1)OC)OC ((3-Fluoro-2′,4′-dimethoxy-biphenyl-4-yl)-(2-(S)-pyrrolidin-1-ylmethyl-pyrrolidin-1-yl)-methanone). Reaction SMILES: Br[C:2]1[CH:7]=[CH:6][C:5]([C:8]([N:10]2[CH2:14][CH2:13][CH2:12][C@H:11]2[CH2:15][N:16]2[CH2:20][CH2:19][CH2:18][CH2:17]2)=[O:9])=[C:4]([F:21])[CH:3]=1.[CH3:22][O:23][C:24]1[CH:29]=[C:28]([O:30][CH3:31])[CH:27]=[CH:26][C:25]=1B(O)O>>[F:21][C:4]1[CH:3]=[C:2]([C:27]2[CH:26]=[CH:25][C:24]([O:23][CH3:22])=[CH:29][C:28]=2[O:30][CH3:31])[CH:7]=[CH:6][C:5]=1[C:8]([N:10]1[CH2:14][CH2:13][CH2:12][C@H:11]1[CH2:15][N:16]1[CH2:20][CH2:19][CH2:18][CH2:17]1)=[O:9]. Reported procedure: The title compound is prepared in a manner substantially analogous to Procedure SS starting from (4-bromo-2-fluoro-phenyl)-(2-(S)-pyrrolidin-1-ylmethyl-pyrrolidin-1-yl)-methanone and 2,4-Dimethoxybenzene boronic acid. MS (M+H) 413.2 Reactants: COC(=O)CNC(=O)C1(CCCCBr)c2ccccc2-c2ccccc21, c1ccc2nc(N3CCNCC3)ccc2c1. Product: COC(=O)CNC(=O)C1(CCCCN2CCN(c3ccc4ccccc4n3)CC2)c2ccccc2-c2ccccc21. As a reaction SMILES: [CH3:1][O:2][C:3](=[O:4])[CH2:5][NH:6][C:7](=[O:8])[C:9]1([CH2:22][CH2:23][CH2:24][CH2:25][Br:26])[c:10]2[cH:11][cH:12][cH:13][cH:14][c:15]2-[c:16]2[cH:17][cH:18][cH:19][cH:20][c:21]21.[N:27]1([c:33]2[n:34][c:35]3[cH:36][cH:37][cH:38][cH:39][c:40]3[cH:41][cH:42]2)[CH2:28][CH2:29][NH:30][CH2:31][CH2:32]1>>[CH3:1][O:2][C:3](=[O:4])[CH2:5][NH:6][C:7](=[O:8])[C:9]1([CH2:22][CH2:23][CH2:24][CH2:25][N:30]2[CH2:29][CH2:28][N:27]([c:33]3[n:34][c:35]4[cH:36][cH:37][cH:38][cH:39][c:40]4[cH:41][cH:42]3)[CH2:32][CH2:31]2)[c:10]2[cH:11][cH:12][cH:13][cH:14][c:15]2-[c:16]2[cH:17][cH:18][cH:19][cH:20][c:21]21.